From a dataset of the Open Reaction Database (ORD), a public repository of structured organic reaction records. describe an organic reaction: reactants, conditions, products, and yield Reactants: FC(C1=C(C=C(C=C1)C(F)(F)F)NC1=NC(=CC(N1C1CCCCC1)=O)C(F)(F)F)(F)F (2-{2,5-bis(trifluoromethyl)phenyl}amino-3-cyclohexyl-6-trifluoromethyl-4(3H)-pyrimidinone), S(=O)(=O)(Cl)Cl (sulfuryl chloride). The product is FC(C1=C(C=C(C=C1)C(F)(F)F)NC1=NC(=C(C(N1C1CCCCC1)=O)Cl)C(F)(F)F)(F)F (2-{2,5-bis(trifluoromethyl)phenyl}amino-5-chloro-3-cyclohexyl-6-trifluoromethyl-4(3H)-pyrimidinone). The yield is 93.0%. As a reaction SMILES: [F:1][C:2]([F:32])([F:31])[C:3]1[CH:8]=[CH:7][C:6]([C:9]([F:12])([F:11])[F:10])=[CH:5][C:4]=1[NH:13][C:14]1[N:19]([CH:20]2[CH2:25][CH2:24][CH2:23][CH2:22][CH2:21]2)[C:18](=[O:26])[CH:17]=[C:16]([C:27]([F:30])([F:29])[F:28])[N:15]=1.S(Cl)([Cl:36])(=O)=O>>[F:32][C:2]([F:31])([F:1])[C:3]1[CH:8]=[CH:7][C:6]([C:9]([F:11])([F:10])[F:12])=[CH:5][C:4]=1[NH:13][C:14]1[N:19]([CH:20]2[CH2:21][CH2:22][CH2:23][CH2:24][CH2:25]2)[C:18](=[O:26])[C:17]([Cl:36])=[C:16]([C:27]([F:28])([F:29])[F:30])[N:15]=1. Procedure: In accordance with the method of Example 25, chlorination of 2-{2,5-bis(trifluoromethyl)phenyl}amino-3-cyclohexyl-6-trifluoromethyl-4(3H)-pyrimidinone (80 mg, 0.18 mmol) was carried out using sulfuryl chloride to obtain white solid of 2-{2,5-bis(trifluoromethyl)phenyl}amino-5-chloro-3-cyclohexyl-6-trifluoromethyl-4(3H)-pyrimidinone [Compound No. 65]. Procedure: To a 2-5 mL microwave vial fitted with a stirbar was added methyl 6-bromoquinoline-3-carboxylate (Int-1, 0.15 g, 0.564 mmol), 4-chlorophenylboronic acid (0.114 g, 0.733 mmol), sodium carbonate (0.179 g, 1.69 mmol) and tetrakis(triphenylphosphine)palladium(0) (0.0651 g, 0.056 mmol). The vial was capped and 1,4-dioxane (1.6 mL) and water (0.47 mL) were added by syringe. The mixture was purged with argon for 5 min. The contents of the vial were heated in a microwave at 150° C. for 30 min. The react... Reactants: O1CCOCC1 (1,4-dioxane), BrC=1C=C2C=C(C=NC2=CC1)C(=O)OC (methyl 6-bromoquinoline-3-carboxylate), ClC1=CC=C(C=C1)B(O)O (4-chlorophenylboronic acid), C([O-])([O-])=O.[Na+].[Na+] (sodium carbonate). Reagents/catalysts: C=1C=CC(=CC1)[P](C=2C=CC=CC2)(C=3C=CC=CC3)[Pd]([P](C=4C=CC=CC4)(C=5C=CC=CC5)C=6C=CC=CC6)([P](C=7C=CC=CC7)(C=8C=CC=CC8)C=9C=CC=CC9)[P](C=1C=CC=CC1)(C=1C=CC=CC1)C=1C=CC=CC1 (tetrakis(triphenylphosphine)palladium(0)). Reaction conditions: temperature 150 celsius. Product: ClC1=CC=C(C=C1)C=1C=C2C=C(C=NC2=CC1)C(=O)OC (methyl 6-(4-chlorophenyl)quinoline-3-carboxylate). Run in O (water). As a reaction SMILES: Br[C:2]1[CH:3]=[C:4]2[C:9](=[CH:10][CH:11]=1)[N:8]=[CH:7][C:6]([C:12]([O:14][CH3:15])=[O:13])=[CH:5]2.[Cl:16][C:17]1[CH:22]=[CH:21][C:20](B(O)O)=[CH:19][CH:18]=1.C(=O)([O-])[O-].[Na+].[Na+].O1CCOCC1>C1C=CC([P]([Pd]([P](C2C=CC=CC=2)(C2C=CC=CC=2)C2C=CC=CC=2)([P](C2C=CC=CC=2)(C2C=CC=CC=2)C2C=CC=CC=2)[P](C2C=CC=CC=2)(C2C=CC=CC=2)C2C=CC=CC=2)(C2C=CC=CC=2)C2C=CC=CC=2)=CC=1.O>[Cl:16][C:17]1[CH:22]=[CH:21][C:20]([C:2]2[CH:3]=[C:4]3[C:9](=[CH:10][CH:11]=2)[N:8]=[CH:7][C:6]([C:12]([O:14][CH3:15])=[O:13])=[CH:5]3)=[CH:19][CH:18]=1 |f:2.3.4,^1:41,43,62,81|.